Dataset: the Open Reaction Database (ORD), a public repository of structured organic reaction records. Task: describe an organic reaction: reactants, conditions, products, and yield Reactants: solution, ClC(C(=O)O)Cl (dichloroacetic acid), [H-].[Na+] (NaH), C1COCCOCCOCCOCCOCCO1 (18-crown-6 ether), ClC1=CC(=C(C=C1)O)C(O)(C1CCCCC1)C1CCCCC1 (4-Chloro-2-(dicyclohexyl-hydroxy-methyl)-phenol). Run in O1CCOCC1 (dioxane), O1CCOCC1 (dioxane), O1CCOCC1 (dioxane). Run at temperature 60 celsius, time 6 hour. Product: ClC=1C=CC2=C(C(OC(O2)C(=O)O)(C2CCCCC2)C2CCCCC2)C1 (6-Chloro-4,4-dicyclohexyl-4H-benzo[1,3]dioxine-2-carboxylic acid). As a reaction SMILES: [H-].[Na+].C1OCCOCCOCCOCCOCCOC1.Cl[CH:22](Cl)[C:23]([OH:25])=[O:24].[Cl:27][C:28]1[CH:33]=[CH:32][C:31]([OH:34])=[C:30]([C:35]([CH:43]2[CH2:48][CH2:47][CH2:46][CH2:45][CH2:44]2)([CH:37]2[CH2:42][CH2:41][CH2:40][CH2:39][CH2:38]2)[OH:36])[CH:29]=1>O1CCOCC1>[Cl:27][C:28]1[CH:33]=[CH:32][C:31]2[O:34][CH:22]([C:23]([OH:25])=[O:24])[O:36][C:35]([CH:37]3[CH2:42][CH2:41][CH2:40][CH2:39][CH2:38]3)([CH:43]3[CH2:48][CH2:47][CH2:46][CH2:45][CH2:44]3)[C:30]=2[CH:29]=1 |f:0.1|. Procedure details: To a suspension of 1.6 g of NaH (60% dispersion in mineral oil) and 131 mg of 18-crown-6 ether in 60 ml of anhydrous dioxane, a solution of 16.4 ml of a solution of dichloroacetic acid (1 M) in anhydrous dioxane was slowly added at room temperature. The reaction mixture was heated to 60° C. and a solution of 3.2 g of 4-Chloro-2-(dicyclohexyl-hydroxy-methyl)-phenol in 42 ml anhydrous dioxane was added and stirred at 90° C. for 6 h. After cooling to 0° C., the reaction mixture was quenched with 8 ... The reactants are C(CCC)[Li] (n-butyl lithium), C(C)(C)NC(C)C (diisopropyl amine), [Cl-].[NH4+] (ammonium chloride), C(C)(=O)OCC (ethyl acetate), C(C)(C)(C)OC(=O)N1[C@H](C=O)CCC1 (N-(tert-butoxycarbonyl)-L-prolinal). Run in C1CCOC1 (THF), CCCCCC (n-hexane), C1CCOC1 (THF), O (water). Run at temperature -78 celsius, time 30 minute. The product is C(C)(C)(C)OC(=O)N1[C@@H](CCC1)C(CC(=O)OCC)O ((S)-1-(tert-Butoxycarbonyl)-2-[2-(ethoxycarbonyl)-1-hydroxyethyl]pyrrolidine). RXN SMILES: C([Li])CCC.C(NC(C)C)(C)C.[C:13]([O:17][C:18]([N:20]1[CH2:26][CH2:25][CH2:24][C@H:21]1[CH:22]=[O:23])=[O:19])([CH3:16])([CH3:15])[CH3:14].[Cl-].[NH4+].[C:29]([O:32][CH2:33][CH3:34])(=[O:31])[CH3:30]>O.C1COCC1.CCCCCC>[C:13]([O:17][C:18]([N:20]1[CH2:26][CH2:25][CH2:24][C@H:21]1[CH:22]([OH:23])[CH2:30][C:29]([O:32][CH2:33][CH3:34])=[O:31])=[O:19])([CH3:16])([CH3:14])[CH3:15] |f:3.4|. Reported procedure: A 1.6M n-hexane solution (23.5 ml) of n-butyl lithium was added to a THF solution (5 ml) of diisopropyl amine (5.3 ml) under an argon atmosphere at -40° C., and the mixture was stirred for 5 minutes and 30 minutes under ice-cooling. After cooling to -78° C., ethyl acetate (3.7 ml) was dropwise added, and the mixture was stirred for 15 minutes. A THF solution (18 ml) of N-(tert-butoxycarbonyl)-L-prolinal (4.98 g) was dropwise added at -78° C. and the mixture was stirred for 1.5 hours. Saturated a...